Task: describe an organic reaction: reactants, conditions, products, and yield. Dataset: the Open Reaction Database (ORD), a public repository of structured organic reaction records The product is Br.C(C)C1=C(N=C2N1C=CC=C2)C2=C1CCC(NC1=C(C=C2)OC)=O (5-(3-ethylimidazo[1,2-a]pyridine-2-yl)-8-methoxy-3,4-dihydrocarbostyril monohydrobromide). Reaction SMILES: [Br:1][CH:2]([CH2:18][CH3:19])[C:3]([C:5]1[CH:14]=[CH:13][C:12]([O:15][CH3:16])=[C:11]2[C:6]=1[CH2:7][CH2:8][C:9](=[O:17])[NH:10]2)=O.[NH2:20][C:21]1[CH:26]=[CH:25][CH:24]=[CH:23][N:22]=1>C(#N)C>[BrH:1].[CH2:18]([C:2]1[N:22]2[CH:23]=[CH:24][CH:25]=[CH:26][C:21]2=[N:20][C:3]=1[C:5]1[CH:14]=[CH:13][C:12]([O:15][CH3:16])=[C:11]2[C:6]=1[CH2:7][CH2:8][C:9](=[O:17])[NH:10]2)[CH3:19] |f:3.4|. Reactants: BrC(C(=O)C1=C2CCC(NC2=C(C=C1)OC)=O)CC (5-(α-bromobutyryl)-8-methoxy-3,4-dihydrocarbostyril), NC1=NC=CC=C1 (2-aminopyridine). Run in C(C)#N (acetonitrile). The yield is 60.5%. Reported procedure: 5-(α-bromobutyryl)-8-methoxy-3,4-dihydrocarbostyril (5 g), 2-aminopyridine (4.33 g) and acetonitrile (20 ml) were reacted by refluxing for 6 hours. The reaction mixture was concentrated to dryness and the residue was crystallized by the addition of water. The crystals were collected by filtration and washed with water. The crystals were dissolved in acetone and the solution was adjusted to pH of about 1 to 2 by the addition of 48% hydrobromic acid. Crystals which formed were collected by filtrat...